The task is: describe an organic reaction: reactants, conditions, products, and yield. This data is from the Open Reaction Database (ORD), a public repository of structured organic reaction records. Product: CC(C)(CN)Oc1ccc(F)cc1. As a reaction SMILES: [BH3:32].[CH2:15]([Cl:16])[Cl:17].[CH2:33]1[O:34][CH2:35][CH2:36][CH2:37]1.[CH3:24][N:25]([CH3:26])[CH:27]=[O:28].[CH3:29][S:30][CH3:31].[CH3:39][OH:40].[Cl:18][C:19]([C:20]([Cl:21])=[O:22])=[O:23].[ClH:38].[F:1][c:2]1[cH:3][cH:4][c:5]([O:6][C:7]([C:8]([OH:9])=[O:10])([CH3:11])[CH3:12])[cH:13][cH:14]1>>[F:1][c:2]1[cH:3][cH:4][c:5]([O:6][C:7]([CH2:8][NH2:25])([CH3:11])[CH3:12])[cH:13][cH:14]1. Starting materials: B, ClCCl, C1CCOC1, CN(C)C=O, CSC, CO, O=C(Cl)C(=O)Cl, Cl, CC(C)(Oc1ccc(F)cc1)C(=O)O. Reactants: C(C)(C)(C)C1=CC=C(CN2C=CC3=CC(=CC=C23)C2=CC=C(C=C2)C(C)(C)C)C=C1 (1-[4-(tert-butyl)benzyl]-5-[4-(tert-butyl)phenyl]-1H-indole), C(C(=O)Cl)(=O)Cl (oxalyl chloride), O (H2O). The product is C(C)(C)(C)C1=CC=C(CN2C=C(C3=CC(=CC=C23)C2=CC=C(C=C2)C(C)(C)C)C(C(=O)O)=O)C=C1 ([1-(4-tert-Butylbenzyl)-5-(4-tert-butylphenyl)-1H-indol-3-yl](oxo)acetic acid). Reaction SMILES: [C:1]([C:5]1[CH:30]=[CH:29][C:8]([CH2:9][N:10]2[C:18]3[C:13](=[CH:14][C:15]([C:19]4[CH:24]=[CH:23][C:22]([C:25]([CH3:28])([CH3:27])[CH3:26])=[CH:21][CH:20]=4)=[CH:16][CH:17]=3)[CH:12]=[CH:11]2)=[CH:7][CH:6]=1)([CH3:4])([CH3:3])[CH3:2].[C:31](Cl)(=[O:35])[C:32](Cl)=[O:33].[OH2:37]>>[C:1]([C:5]1[CH:30]=[CH:29][C:8]([CH2:9][N:10]2[C:18]3[C:13](=[CH:14][C:15]([C:19]4[CH:20]=[CH:21][C:22]([C:25]([CH3:28])([CH3:27])[CH3:26])=[CH:23][CH:24]=4)=[CH:16][CH:17]=3)[C:12]([C:31](=[O:35])[C:32]([OH:37])=[O:33])=[CH:11]2)=[CH:7][CH:6]=1)([CH3:4])([CH3:2])[CH3:3]. Procedure details: The title compound was prepared from 1-[4-(tert-butyl)benzyl]-5-[4-(tert-butyl)phenyl]-1H-indole and oxalyl chloride in substantially the same manner, as described in Step 3 of Example 25. The product was obtained as a light brown solid, mp: 111-112° C. Mass spectrum (ESI, [M+H]+) m/z 468; 1HNMR (400 MHz, DMSO-d6): δ 13.50 (br s, 1H), 8.70 (s, 1H), 8.40 (s, 1H), 7.68 (d, 1H, J=8.55 Hz), 7.58-7.54(m, 3H), 7.48 (d, 2H, J=8.40 Hz), 7.36 (d, 2H, J=8.25 Hz), 7.25 (d, 2H, J=8.40 Hz), 5.56 (s, 2H), 1.3... Reactants: C(#N)CC(=O)N(C(=O)NCCCC)CCCC (N-(2-cyanoacetyl)-N,N'-dibutylurea), [OH-].[Na+] (NaOH). The solvent is CO (methanol). Product: C(CCC)N1C(=O)N(C(=O)C=C1N)CCCC (1,3-di-n-butyl-6-aminouracil). The yield is 99.5%. Reaction SMILES: [C:1]([CH2:3][C:4]([N:6]([CH2:14][CH2:15][CH2:16][CH3:17])[C:7]([NH:9][CH2:10][CH2:11][CH2:12][CH3:13])=[O:8])=[O:5])#[N:2].[OH-].[Na+]>CO>[CH2:10]([N:9]1[C:1]([NH2:2])=[CH:3][C:4](=[O:5])[N:6]([CH2:14][CH2:15][CH2:16][CH3:17])[C:7]1=[O:8])[CH2:11][CH2:12][CH3:13] |f:1.2|. Reported procedure: N,N-Di-n-butylurea (34.45 g, 0.2 mmol), cyanoacetic acid (19.56 g, 0.23 mol), and acetic anhydride (81.66 ml, 0.8 mol) were heated at 80° C. for 2 h under nitrogen and solvent was removed by rotary evaporation to yield N-(2-cyanoacetyl)-N,N'-dibutylurea. The N-(2-cyanoacetyl)-N,N'-dibutylurea was dissolved in methanol (100 ml) and 4N NaOH (100 ml) was added. The reaction mixture was cooled for 30 min with stirring and the solid was filtered and dried to yield 1,3-di-n-butyl-6-aminouracil (47.04 ... Reactants: Cl.C(C)N=C=NCCCN(C)C (1-Ethyl-3-(3′-dimethylaminopropyl)carbodiimide hydrochloride), C(C)OC(=O)N1CCN(CC1)C1=CC=C(C=C1)N (4-(4-aminophenyl)-1-piperazinecarboxylic acid ethyl ester), IC1=C(C(=O)O)C=CC=C1 (2-iodo benzoic acid), ON1N=NC2=C1C=CC=C2 (1-hydroxybenzotriazole). The solvent is C(Cl)Cl (DCM), O (Water). Conditions: time 8 hour. Product: IC1=C(C(=O)NC2=CC=C(C=C2)N2CCN(CC2)C(=O)OCC)C=CC=C1 (4-[4-[(2-iodobenzoyl)-amino]phenyl]-1-piperazinecarboxylic acid, ethyl ester). Isolated yield 101.7%. Reaction SMILES: Cl.C(N=C=NCCCN(C)C)C.[CH2:13]([O:15][C:16]([N:18]1[CH2:23][CH2:22][N:21]([C:24]2[CH:29]=[CH:28][C:27]([NH2:30])=[CH:26][CH:25]=2)[CH2:20][CH2:19]1)=[O:17])[CH3:14].[I:31][C:32]1[CH:40]=[CH:39][CH:38]=[CH:37][C:33]=1[C:34](O)=[O:35].ON1C2C=CC=CC=2N=N1>C(Cl)Cl.O>[I:31][C:32]1[CH:40]=[CH:39][CH:38]=[CH:37][C:33]=1[C:34]([NH:30][C:27]1[CH:26]=[CH:25][C:24]([N:21]2[CH2:22][CH2:23][N:18]([C:16]([O:15][CH2:13][CH3:14])=[O:17])[CH2:19][CH2:20]2)=[CH:29][CH:28]=1)=[O:35] |f:0.1|. Procedure: 1-Ethyl-3-(3′-dimethylaminopropyl)carbodiimide hydrochloride (EDCI) (0.096 mol) was added at room temperature to a mixture of 4-(4-aminophenyl)-1-piperazinecarboxylic acid ethyl ester (0.08 mol), 2-iodo benzoic acid (0.096 mol) and 1-hydroxybenzotriazole (HOBT) (0.096 mol) in DCM (500 ml). The mixture was stirred at room temperature overnight. Water was added. The mixture was extracted with DCM. The organic layer was separated, dried, filtered, and the solvent was evaporated. The residue was tak... Reactants: CC1=CC(=C(C=C1)C(=O)C)O (2-hydroxy-4-methylacetophenone), C(C)OC(C(=O)OCC)=O (diethyloxalate), [O-]CC.[Na+] (sodium ethoxide). Solvent: CCOCC (ether), C(C)O (ethanol). Run at temperature 0 celsius, time 8 hour. Product: C(=O)(OCC)C=1OC2=C(C(C1)=O)C=CC(=C2)C (2-carboethoxy-7-methyl-4-oxo-4H-1-benzopyran). The yield is 52.9%. RXN SMILES: [CH3:1][C:2]1[CH:7]=[CH:6][C:5]([C:8]([CH3:10])=[O:9])=[C:4]([OH:11])[CH:3]=1.[CH2:12]([O:14][C:15](=[O:21])[C:16](OCC)=O)[CH3:13].[O-]CC.[Na+]>C(O)C.CCOCC>[C:15]([C:16]1[O:11][C:4]2[CH:3]=[C:2]([CH3:1])[CH:7]=[CH:6][C:5]=2[C:8](=[O:9])[CH:10]=1)([O:14][CH2:12][CH3:13])=[O:21] |f:2.3|. Procedure details: A solution of 10.7g (71.25 mmoles) of 2-hydroxy-4-methylacetophenone and 31.24g (214 mmoles) of diethyloxalate in 25 ml of ethanol is added dropwise to a solution of sodium ethoxide (formed by adding 6.55g of sodium metal to 120 ml of ethanol). The mixture is refluxed for 4 hours, cooled to 0° C. and diluted with 500 ml of ether. The precipitate which forms on standing overnight is filtered off and redissolved in water and the solution acidified (pH approximately 1) with 1N hydrochloric acid. Th... Reactants: CN(C)CCCN, CCn1ncc2cc3c(nc21)C(Cl)c1ccccc1CC3. The product is CCn1ncc2cc3c(nc21)C(NCCCN(C)C)c1ccccc1CC3. As a reaction SMILES: [CH3:22][N:23]([CH2:24][CH2:25][CH2:26][NH2:27])[CH3:28].[Cl:1][CH:2]1[c:3]2[c:4]([cH:18][cH:19][cH:20][cH:21]2)[CH2:5][CH2:6][c:7]2[c:8]1[n:9][c:10]1[c:11]([cH:12]2)[cH:13][n:14][n:15]1[CH2:16][CH3:17]>>[CH:2]1([NH:27][CH2:26][CH2:25][CH2:24][N:23]([CH3:22])[CH3:28])[c:3]2[c:4]([cH:18][cH:19][cH:20][cH:21]2)[CH2:5][CH2:6][c:7]2[c:8]1[n:9][c:10]1[c:11]([cH:12]2)[cH:13][n:14][n:15]1[CH2:16][CH3:17]. Reactants: C(C)(=O)O[BH-](OC(C)=O)OC(C)=O.[Na+] (sodium triacetoxyborohydride), C(C)(=O)[O-].[Na+] (sodium acetate), C(C)C1=C(C=CC=C1CC=O)C1=NN=C(S1)C=1C=CC(=C(C#N)C1)CC(C)C (5-{5-[2-ethyl-3-(2-oxoethyl)phenyl]-1,3,4-thiadiazol-2-yl}-2-(2-methylpropyl)benzonitrile), N1CC(C1)C(=O)OC (methyl 3-azetidinecarboxylate). Run in CC(=O)O (AcOH), O (Water), C(C)O (ethanol), ClCCl (dichloromethane). Conditions: time 10 minute. The product is C(#N)C=1C=C(C=CC1CC(C)C)C1=NN=C(S1)C=1C(=C(C=CC1)CCN1CC(C1)C(=O)OC)CC (methyl 1-[2-(3-{5-[3-cyano-4-(2-methylpropyl)phenyl]-1,3,4-thiadiazol-2-yl}-2-ethylphenyl)ethyl]-3-azetidinecarboxylate). Yield: 90.0%. Reaction SMILES: [CH2:1]([C:3]1[C:8]([CH2:9][CH:10]=O)=[CH:7][CH:6]=[CH:5][C:4]=1[C:12]1[S:16][C:15]([C:17]2[CH:18]=[CH:19][C:20]([CH2:25][CH:26]([CH3:28])[CH3:27])=[C:21]([CH:24]=2)[C:22]#[N:23])=[N:14][N:13]=1)[CH3:2].[NH:29]1[CH2:32][CH:31]([C:33]([O:35][CH3:36])=[O:34])[CH2:30]1.C([O-])(=O)C.[Na+].C(O[BH-](OC(=O)C)OC(=O)C)(=O)C.[Na+]>C(O)C.ClCCl.O.CC(O)=O>[C:22]([C:21]1[CH:24]=[C:17]([C:15]2[S:16][C:12]([C:4]3[C:3]([CH2:1][CH3:2])=[C:8]([CH2:9][CH2:10][N:29]4[CH2:32][CH:31]([C:33]([O:35][CH3:36])=[O:34])[CH2:30]4)[CH:7]=[CH:6][CH:5]=3)=[N:13][N:14]=2)[CH:18]=[CH:19][C:20]=1[CH2:25][CH:26]([CH3:28])[CH3:27])#[N:23] |f:2.3,4.5|. Reported procedure: To a solution of 5-{5-[2-ethyl-3-(2-oxoethyl)phenyl]-1,3,4-thiadiazol-2-yl}-2-(2-methylpropyl)benzonitrile (D31) (52 mg) and methyl 3-azetidinecarboxylate (60.7 mg) in ethanol (10 mL) stirred at room temperature was added sodium acetate (32.9 mg) and AcOH (0.15 mL). The reaction mixture was stirred at room temperature for 10 min. The residue was dissolved in dichloromethane (DCM) (10 mL), sodium triacetoxyborohydride (85 mg) was added. Stirring continued for overnight. Water was added to quench ...